This data is from the Open Reaction Database (ORD), a public repository of structured organic reaction records. The task is: describe an organic reaction: reactants, conditions, products, and yield Reactants: CSCC(=O)NC(C)(C#CC)C (2-(methylthio)-N-(2-methylpent-3-yn-2-yl) acetamide), ClN1C(CCC1=O)=O (N-chlorosuccinimide). The solvent is C(Cl)(Cl)(Cl)Cl (carbon tetrachloride). Conditions: temperature 0 celsius, time 2 hour. Product: ClC(C(=O)NC(C)(C#CC)C)SC (2-(chloro)-2-(methylthio)-N-(2-methylpent-3-yn-2-yl) acetamide). Yield: 143.3%. Reaction SMILES: [CH3:1][S:2][CH2:3][C:4]([NH:6][C:7]([CH3:12])([C:9]#[C:10][CH3:11])[CH3:8])=[O:5].[Cl:13]N1C(=O)CCC1=O>C(Cl)(Cl)(Cl)Cl>[Cl:13][CH:3]([S:2][CH3:1])[C:4]([NH:6][C:7]([CH3:12])([C:9]#[C:10][CH3:11])[CH3:8])=[O:5]. Procedure details: The product of Step 1 (0.824 g) was dissolved in carbon tetrachloride (15 ml) with warming. The solution was then cooled to 0° C. and N-chlorosuccinimide (NCS, 0.653 g) was then gradually added and the mixture was stirred at ambient temperature for 2 hours. The reaction mixture was filtered to remove succinimide and the resulting liquid was evaporated to give 2-(chloro)-2-(methylthio)-N-(2-methylpent-3-yn-2-yl) acetamide as a clear oil (1.4 g), which was used without further purification. Reactants: C1(=CC=CC=C1)C(C(=O)OC)=O (methyl phenylglyoxylate), [Li] (Lithium), halide, C(=C\C)/[Li] (trans-propenyllithium), pure material, Cl (HCl), Na, C(=C\C)/Cl (trans-propenyl chloride). Run in CCOCC (ether), CCOCC (ether), CCCCCC (hexane). Conditions: time 60 minute. Product: C1(=CC=CC=C1)C(C(=O)OC)(O)\C=C\C (Methyl α-Phenyl-α-(trans-1-propenyl)glycolate). As a reaction SMILES: [Li].[CH:2](/Cl)=[CH:3]\[CH3:4].C(/[Li])=C\C.[C:10]1([C:16](=[O:21])[C:17]([O:19][CH3:20])=[O:18])[CH:15]=[CH:14][CH:13]=[CH:12][CH:11]=1.Cl>CCCCCC.CCOCC>[C:10]1([C:16](/[CH:2]=[CH:3]/[CH3:4])([OH:21])[C:17]([O:19][CH3:20])=[O:18])[CH:15]=[CH:14][CH:13]=[CH:12][CH:11]=1 |^1:0|. Reported procedure: Lithium ribbon (1.0% Na content) 6.9 g., 1.0 g. at.) was cut into strips (1.0 cm.=0.089 g.), degreased in hexane and cut into thin strips into ether (200 ml.) under helium. The reaction flask was equipped with dry-ice condenser and trans-propenyl chloride (25.5 g., 0.30 mole) was introduced dropwise during 60 minutes to the rapidly stirred suspension. The reaction was exothermic and was controlled by the addition of the halide. After addition the mixture was stirred for an additional 60 minutes.... Reactants: ClCCl, CC(C)=CCn1c(N2CCCC(NC(=O)OC(C)(C)C)C2)nc2c1c(=O)n(CC(=O)c1ccccc1NC=O)c(=O)n2C, [Na+], [OH-], O=C(O)C(F)(F)F. Yields the product CC(C)=CCn1c(N2CCCC(N)C2)nc2c1c(=O)n(CC(=O)c1ccccc1NC=O)c(=O)n2C. Reaction SMILES: [CH2:53]([Cl:54])[Cl:55].[CH:1](=[O:2])[NH:3][c:4]1[c:5]([C:10]([CH2:11][n:12]2[c:13](=[O:14])[n:15]([CH3:42])[c:16]3[n:17][c:18]([N:28]4[CH2:29][CH:30]([NH:34][C:35]([O:36][C:37]([CH3:38])([CH3:39])[CH3:40])=[O:41])[CH2:31][CH2:32][CH2:33]4)[n:19]([CH2:23][CH:24]=[C:25]([CH3:26])[CH3:27])[c:20]3[c:21]2=[O:22])=[O:43])[cH:6][cH:7][cH:8][cH:9]1.[Na+:52].[OH-:51].[OH:44][C:45]([C:46]([F:47])([F:48])[F:49])=[O:50]>>[CH:1](=[O:2])[NH:3][c:4]1[c:5]([C:10]([CH2:11][n:12]2[c:13](=[O:14])[n:15]([CH3:42])[c:16]3[n:17][c:18]([N:28]4[CH2:29][CH:30]([NH2:34])[CH2:31][CH2:32][CH2:33]4)[n:19]([CH2:23][CH:24]=[C:25]([CH3:26])[CH3:27])[c:20]3[c:21]2=[O:22])=[O:43])[cH:6][cH:7][cH:8][cH:9]1. Reactants: Cl (hydrochloric acid), C(C)(=O)N1C(CCC2=C(C(CCC1)=O)C=CC(=C2)Cl)=O (4-acetyl-11-chloro-1,2,4,5,6,7-hexahydro-4-benzazecine-3,8-dione), CCCCC(CCCC)O (5-nonanol). Solvent: C(Cl)Cl (methylene chloride). Conditions: time 18 hour. The product is C(C)(=O)NCCCC(=O)C1=C(CCC(=O)OC(CCCC)CCCC)C=C(C=C1)Cl (1-butylpentyl 2-(4-acetamido-butyryl)-5-chlorohydrocinnamate). RXN SMILES: Cl.[C:2]([N:5]1[CH2:14][CH2:13][CH2:12][C:11](=[O:15])[C:10]2[CH:16]=[CH:17][C:18]([Cl:20])=[CH:19][C:9]=2[CH2:8][CH2:7][C:6]1=[O:21])(=[O:4])[CH3:3].[CH3:22][CH2:23][CH2:24][CH2:25][CH:26]([OH:31])[CH2:27][CH2:28][CH2:29][CH3:30]>C(Cl)Cl>[C:2]([NH:5][CH2:14][CH2:13][CH2:12][C:11]([C:10]1[CH:16]=[CH:17][C:18]([Cl:20])=[CH:19][C:9]=1[CH2:8][CH2:7][C:6]([O:31][CH:26]([CH2:27][CH2:28][CH2:29][CH3:30])[CH2:25][CH2:24][CH2:23][CH3:22])=[O:21])=[O:15])(=[O:4])[CH3:3]. Procedure details: 15 ml of concentrated hydrochloric acid are added to a solution of 10.00 g (0.034 mol) of 4-acetyl-11-chloro-1,2,4,5,6,7-hexahydro-4-benzazecine-3,8-dione in 90 ml of 5-nonanol and 50 ml of methylene chloride and the mixture is stirred at room temperature for 18 hours. The solution is concentrated, extracted with methylene chloride/water, dried with magnesium sulfate and the solvent is distilled in a vacuum. Chromatography on silica gel with ethyl acetate gives 1-butylpentyl 2-(4-acetamido-butyr... Reactants: 15, N1(C=NC=C1)C(C(C)C)C=1C=C(C(=CC1)N)N (4-[1-(1H-imidazol-1-yl)-2-methylpropyl]-1,2-benzenediamine), O=C(C(=O)OCC)C(=O)OCC (diethyl 2-oxo-1,3-propanedioate). Solvent: C(C)O (ethanol). Product: N1(C=NC=C1)C(C(C)C)C1=CC=C2NC(C(=NC2=C1)C(=O)OCC)=O (ethyl 3,4-dihydro-7-[1-(1H-imidazol-1-yl)-2-methylpropyl]-3-oxo-2-quinoxalinecarboxylate). Yield: 14.0%. Reaction SMILES: [N:1]1([CH:6]([C:10]2[CH:11]=[C:12]([NH2:17])[C:13]([NH2:16])=[CH:14][CH:15]=2)[CH:7]([CH3:9])[CH3:8])[CH:5]=[CH:4][N:3]=[CH:2]1.O=[C:19]([C:25](OCC)=[O:26])[C:20]([O:22][CH2:23][CH3:24])=[O:21]>C(O)C>[N:1]1([CH:6]([C:10]2[CH:11]=[C:12]3[C:13]([NH:16][C:25](=[O:26])[C:19]([C:20]([O:22][CH2:23][CH3:24])=[O:21])=[N:17]3)=[CH:14][CH:15]=2)[CH:7]([CH3:8])[CH3:9])[CH:5]=[CH:4][N:3]=[CH:2]1. Reported procedure: A solution of 15 parts of 4-[1-(1H-imidazol-1-yl)-2-methylpropyl]-1,2-benzenediamine and 12.5 parts of diethyl 2-oxo-1,3-propanedioate in 80 parts of ethanol was stirred for 2 hours at reflux temperature. The reaction mixture was evaporated and the residue was purified by column chromatography over silica gel using a mixture of dichloromethane and methanol (95:5 by volume) as eluent. The pure fractions were collected and the eluent was evaporated. The residue was crystallized from a mixture of a... Starting materials: COC=1C=C2C=CC(=C(C2=CC1)C(C1=CC=C(C=C1)OCCN1CCCCC1)=O)OS(=O)(=O)C(F)(F)F (trifluoromethanesulfonic acid 6-methoxy-1-[4-(2-piperidin-1-yl-ethoxy)-benzoyl]-naphthalen-2-yl ester), CSC1=C(C=CC(=C1)F)B(O)O (2-methylsulfanyl-4-fluoro-benzene boronic acid), [F-].[Cs+] (cesium fluoride), C1(CCCCC1)P(C1CCCCC1)C1CCCCC1 (tricyclohexylphosphine). Reagents/catalysts: C(C)(=O)[O-].[Pd+2].C(C)(=O)[O-] (palladium acetate). Run at time 10 minute. The product is FC1=CC(=C(C=C1)C1=C(C2=CC=C(C=C2C=C1)OC)C(=O)C1=CC=C(C=C1)OCCN1CCCCC1)SC ([2-(4-Fluoro-2-methylsulfanyl-phenyl)-6-methoxy-naphthalen-1-yl]-[4-(2-piperidin-1-yl-ethoxy)-phenyl]-methanone). Yield: 81.7%. Reaction SMILES: [CH3:1][O:2][C:3]1[CH:4]=[C:5]2[C:10](=[CH:11][CH:12]=1)[C:9]([C:13](=[O:29])[C:14]1[CH:19]=[CH:18][C:17]([O:20][CH2:21][CH2:22][N:23]3[CH2:28][CH2:27][CH2:26][CH2:25][CH2:24]3)=[CH:16][CH:15]=1)=[C:8](OS(C(F)(F)F)(=O)=O)[CH:7]=[CH:6]2.[CH3:38][S:39][C:40]1[CH:45]=[C:44]([F:46])[CH:43]=[CH:42][C:41]=1B(O)O.[F-].[Cs+].C1(P(C2CCCCC2)C2CCCCC2)CCCCC1>C([O-])(=O)C.[Pd+2].C([O-])(=O)C>[F:46][C:44]1[CH:43]=[CH:42][C:41]([C:8]2[CH:7]=[CH:6][C:5]3[C:10](=[CH:11][CH:12]=[C:3]([O:2][CH3:1])[CH:4]=3)[C:9]=2[C:13]([C:14]2[CH:19]=[CH:18][C:17]([O:20][CH2:21][CH2:22][N:23]3[CH2:28][CH2:27][CH2:26][CH2:25][CH2:24]3)=[CH:16][CH:15]=2)=[O:29])=[C:40]([S:39][CH3:38])[CH:45]=1 |f:2.3,5.6.7|. Reported procedure: Charge a flask with trifluoromethanesulfonic acid 6-methoxy-1-[4-(2-piperidin-1-yl-ethoxy)-benzoyl]-naphthalen-2-yl ester (580 mg, 1.1 mmol), 2-methylsulfanyl-4-fluoro-benzene boronic acid (400 mg, 2.2 mmol) and cesium fluoride (830 mg, 5.4 mmol) and flush with nitrogen. In a separate flask, add palladium acetate (24 mg, 0.11 mmol) and tricyclohexylphosphine (62 mg, 0.22 mmol) and suspend in dry degassed acetonitrile (10 mL). Socinate under nitrogen for 10 minutes and add the catalyst solution t... The reactants are C(C)(=O)NC1=C(C(=O)O)C=CC(=C1)I (2-acetylamino-4-iodo-benzoic acid), O=S(Cl)Cl (SOCl2), CO (methanol), O=S(Cl)Cl (SOCl2), O=S(Cl)Cl (SOCl2). Run at temperature 65 celsius. Yields the product COC(C1=C(C=C(C=C1)I)N)=O (2-Amino-4-iodo-benzoic acid methyl ester). RXN SMILES: C([NH:4][C:5]1[CH:13]=[C:12]([I:14])[CH:11]=[CH:10][C:6]=1[C:7]([OH:9])=[O:8])(=O)C.O=S(Cl)Cl.[CH3:19]O>>[CH3:19][O:9][C:7](=[O:8])[C:6]1[CH:10]=[CH:11][C:12]([I:14])=[CH:13][C:5]=1[NH2:4]. Procedure details: To 2-acetylamino-4-iodo-benzoic acid (13.8 g, 45.3 mmol) in 200 mL of dry methanol was added SOCl2 (32.7 mL, 453 mmol) dropwise at 0° C. The reaction mixture was then heated at 65° C. for 2 h. The reaction was then cooled to 0° C., an additional portion of SOCl2 (10 mL, 137 mmol) was added, and the reaction was heated at 65° C. for 2 h. The reaction was then cooled to 0° C., a final portion of SOCl2 (10 mL, 137 mmol) was added, and the reaction was heated at 65° C. for 48 h. The reaction was the... The reactants are CC#N, [O-][Cl+3]([O-])([O-])O, CC(C)(OO)c1ccc2cc(C(=O)O)ccc2c1, CC(C)(O)c1ccc2cc(C(=O)O)ccc2c1, OO. The product is O=C(O)c1ccc2cc(O)ccc2c1. RXN SMILES: [CH3:43][C:44]#[N:45].[Cl+3:38]([OH:39])([O-:40])([O-:41])[O-:42].[O:1]([C:2]([CH3:3])([CH3:4])[c:6]1[cH:7][c:8]2[cH:9][cH:10][c:11]([C:16](=[O:17])[OH:18])[cH:12][c:13]2[cH:14][cH:15]1)[OH:5].[OH:19][C:20]([c:21]1[cH:22][c:23]2[c:24]([cH:25][cH:26]1)[cH:27][c:28]([C:29]([OH:30])=[O:31])[cH:32][cH:33]2)([CH3:34])[CH3:35].[OH:36][OH:37]>>[c:6]1([OH:19])[cH:7][c:8]2[cH:9][cH:10][c:11]([C:16](=[O:17])[OH:18])[cH:12][c:13]2[cH:14][cH:15]1. Reaction SMILES: [Br:1][C:2]1[CH:9]=[C:6]([CH:7]=[O:8])[C:5]([OH:10])=[CH:4][CH:3]=1.[H-].[Na+].Br[CH2:14][CH2:15][CH2:16][CH2:17][CH2:18][CH2:19][CH2:20][CH2:21][CH2:22][CH2:23][CH3:24].C([O-])([O-])=O.[K+].[K+]>CN(C=O)C>[CH2:24]([O:10][C:5]1[CH:4]=[CH:3][C:2]([Br:1])=[CH:9][C:6]=1[CH:7]=[O:8])[CH2:23][CH2:22][CH2:21][CH2:20][CH2:19][CH2:18][CH2:17][CH2:16][CH2:15][CH3:14] |f:1.2,4.5.6|. Procedure: 5-Bromosalicylaldehyde (1.51 g, 7.5 mm) was dissolved in dry DMF and treated with sodium hydride (0.4 g, 8.3 mm, 50% dispersion). After stirring for 20 minutes, a solution of 1-bromo-undecane in DMF was added dropwise. The reaction was heated to 50°-65° C. overnight with stirring. The reaction was then poured into ice water, the pH was adjusted to 8.0 with K2CO3 and the mixture was extracted with diethylether. The organic extracts were washed with water, dried over MgSO4 and filtered. The solven... The solvent is CN(C)C=O (DMF), CN(C)C=O (DMF). Conditions: time 20 minute. Reactants: BrCCCCCCCCCCC (1-bromo-undecane), ice water, BrC1=CC=C(C(C=O)=C1)O (5-Bromosalicylaldehyde), [H-].[Na+] (sodium hydride), C(=O)([O-])[O-].[K+].[K+] (K2CO3). The product is C(CCCCCCCCCC)OC1=C(C=O)C=C(C=C1)Br (2-Undecyloxy-5-bromo benzaldehyde).